Task: describe an organic reaction: reactants, conditions, products, and yield. Dataset: the Open Reaction Database (ORD), a public repository of structured organic reaction records RXN SMILES: [CH3:1][C:2]1[CH:3]=[CH:4][C:5]([C:8]2[CH:9]=[C:10]([CH:14]=[C:15]([C:17]([N:19]3[CH2:23][CH2:22][CH2:21][CH2:20]3)=[O:18])[CH:16]=2)[C:11]([OH:13])=O)=[N:6][CH:7]=1.[CH3:24][C:25]1[N:30]=[CH:29][C:28]([CH2:31][NH2:32])=[CH:27][CH:26]=1.Cl.CN(C)CCCN=C=NCC.O.ON1C2C=CC=CC=2N=N1.C(N(CC)C(C)C)(C)C>C(Cl)Cl>[CH3:1][C:2]1[CH:3]=[CH:4][C:5]([C:8]2[CH:9]=[C:10]([CH:14]=[C:15]([C:17]([N:19]3[CH2:23][CH2:22][CH2:21][CH2:20]3)=[O:18])[CH:16]=2)[C:11]([NH:32][CH2:31][C:28]2[CH:29]=[N:30][C:25]([CH3:24])=[CH:26][CH:27]=2)=[O:13])=[N:6][CH:7]=1 |f:2.3,4.5|. Procedure: Into a round-bottom flask were charged 3-(5-methylpyridin-2-yl)-5-(pyrrolidine-1-carbonyl)benzoic acid (80 mg, 0.26 mmol), (6-methylpyridin-3-yl)methanamine (60 mg, 0.49 mmol), N-(3-dimethylaminopropyl)-N′-ethylcarbodiimide hydrochloride (90 mg, 0.47 mmol), 1-hydroxybenzotriazole hydrate (80 mg, 0.52 mmol), N,N-diisopropylethylamine (80 mg, 0.62 mmol) and methylene chloride (5 mL). The mixture was stirred at room temperature overnight and then concentrated. The residue was purified via preparati... Run in C(Cl)Cl (methylene chloride). Yields the product CC=1C=CC(=NC1)C=1C=C(C(=O)NCC=2C=NC(=CC2)C)C=C(C1)C(=O)N1CCCC1 (3-(5-Methylpyridin-2-yl)-N-((6-methylpyridin-3-yl)methyl)-5-(pyrrolidine-1-carbonyl)benzamide). Starting materials: CC=1C=CC(=NC1)C=1C=C(C(=O)O)C=C(C1)C(=O)N1CCCC1 (3-(5-methylpyridin-2-yl)-5-(pyrrolidine-1-carbonyl)benzoic acid), CC1=CC=C(C=N1)CN ((6-methylpyridin-3-yl)methanamine), Cl.CN(CCCN=C=NCC)C (N-(3-dimethylaminopropyl)-N′-ethylcarbodiimide hydrochloride), O.ON1N=NC2=C1C=CC=C2 (1-hydroxybenzotriazole hydrate), C(C)(C)N(C(C)C)CC (N,N-diisopropylethylamine). Run at time 8 hour. Starting materials: C#CCO, CCNCC, O=C(c1ccccc1)c1cc(Cl)ccc1I, [I-], Cl[Pd]Cl, c1ccc(P(c2ccccc2)c2ccccc2)cc1. The product is O=C(c1ccccc1)c1cc(Cl)ccc1C#CCO. As a reaction SMILES: [CH2:37]([C:38]#[CH:39])[OH:40].[CH2:44]([NH:45][CH2:46][CH3:47])[CH3:48].[Cl:21][c:22]1[cH:23][cH:24][c:25]([I:36])[c:26]([C:27](=[O:28])[c:29]2[cH:30][cH:31][cH:32][cH:33][cH:34]2)[cH:35]1.[I-:20].[Pd:41]([Cl:42])[Cl:43].[c:1]1([P:2]([c:3]2[cH:4][cH:5][cH:6][cH:7][cH:8]2)[c:9]2[cH:10][cH:11][cH:12][cH:13][cH:14]2)[cH:15][cH:16][cH:17][cH:18][cH:19]1>>[Cl:21][c:22]1[cH:23][cH:24][c:25]([C:39]#[C:38][CH2:37][OH:40])[c:26]([C:27](=[O:28])[c:29]2[cH:30][cH:31][cH:32][cH:33][cH:34]2)[cH:35]1.